describe an organic reaction: reactants, conditions, products, and yield From a dataset of the Open Reaction Database (ORD), a public repository of structured organic reaction records. Starting materials: C(CCC)O (1-butanol), C(C)(C)(C)OC(=O)N1CCC(CC1)CNC1=NC2=C(N1)C=CC=C2 (4-[(1H-benzimidazol-2-ylamino)-methyl]-piperidine-1-carboxylic acid tert-butyl ester), [OH-].[Na+] (sodium hydroxide), O1CCOCC1.Cl (hydrogen chloride-1,4-dioxane). Solvent: CO (methanol). Run at time 3 hour. The product is N1C(=NC2=C1C=CC=C2)NCC2CCNCC2 ((1H-benzimidazol-2-yl)-piperidin-4-ylmethyl-amine). RXN SMILES: C(OC([N:8]1[CH2:13][CH2:12][CH:11]([CH2:14][NH:15][C:16]2[NH:20][C:19]3[CH:21]=[CH:22][CH:23]=[CH:24][C:18]=3[N:17]=2)[CH2:10][CH2:9]1)=O)(C)(C)C.O1CCOCC1.Cl.[OH-].[Na+].C(O)CCC>CO>[NH:17]1[C:18]2[CH:24]=[CH:23][CH:22]=[CH:21][C:19]=2[N:20]=[C:16]1[NH:15][CH2:14][CH:11]1[CH2:12][CH2:13][NH:8][CH2:9][CH2:10]1 |f:1.2,3.4|. Procedure: After dissolving 4-[(1H-benzimidazol-2-ylamino)-methyl]-piperidine-1-carboxylic acid tert-butyl ester (4.33 g, 13.1 mmol) in methanol (10 mL), a 4N hydrogen chloride-1,4-dioxane solution (33 mL, 131 mmol) was added in small portions at a time in an ice bath, and the mixture was stirred at room temperature for 3 hours. The reaction mixture was cooled on ice, 2N aqueous sodium hydroxide was added to adjust the pH to approximately 11. Salt was added to the aqueous solution to saturation, and the or...